Dataset: the Open Reaction Database (ORD), a public repository of structured organic reaction records. Task: describe an organic reaction: reactants, conditions, products, and yield The reactants are C1CCOC1, CCOC(C)=O, CO, [Li+], [OH-], O, O=C(O)CC(O)(CC(=O)O)C(=O)O, COC(=O)CC1CCC(c2ccc(NC(=O)c3nnc(Nc4ccncn4)o3)cc2)CC1. The product is O=C(O)CC1CCC(c2ccc(NC(=O)c3nnc(Nc4ccncn4)o3)cc2)CC1. RXN SMILES: [CH2:55]1[O:56][CH2:57][CH2:58][CH2:59]1.[CH3:48][CH2:49][O:50][C:51]([CH3:52])=[O:53].[CH3:60][OH:61].[Li+:1].[OH-:2].[OH2:54].[OH:35][C:36]([CH2:37][C:38]([C:39](=[O:40])[OH:41])([CH2:42][C:43](=[O:44])[OH:45])[OH:46])=[O:47].[n:3]1[cH:4][n:5][c:6]([NH:9][c:10]2[n:11][n:12][c:13]([C:15](=[O:16])[NH:17][c:18]3[cH:19][cH:20][c:21]([CH:24]4[CH2:25][CH2:26][CH:27]([CH2:30][C:31](=[O:32])[O:33][CH3:34])[CH2:28][CH2:29]4)[cH:22][cH:23]3)[o:14]2)[cH:7][cH:8]1>>[n:3]1[cH:4][n:5][c:6]([NH:9][c:10]2[n:11][n:12][c:13]([C:15](=[O:16])[NH:17][c:18]3[cH:19][cH:20][c:21]([CH:24]4[CH2:25][CH2:26][CH:27]([CH2:30][C:31](=[O:32])[OH:33])[CH2:28][CH2:29]4)[cH:22][cH:23]3)[o:14]2)[cH:7][cH:8]1. The reactants are N([C@@H](CC1=CC=CC=C1)C(=O)N[C@@H](CNC(=O)OC(C)(C)C)C(=O)O)C(=O)OCC1=CC=CC=C1 (ZPhe-LDap(Boc)OH), N[C@@H](CCC(C)C)C(=O)OC (HLeuOMe), anhydride, C1(=CC=CC=C1)P(=O)(C1=CC=CC=C1)Cl (diphenylphosphinic chloride). The product is N([C@@H](CC1=CC=CC=C1)C(=O)N[C@@H](CNC(=O)OC(C)(C)C)C(=O)N[C@@H](CC(C)C)C(=O)OC)C(=O)OCC1=CC=CC=C1 (ZPhe-LDap(Boc)-LeuOMe). Isolated yield 69.0%. Reaction SMILES: [NH:1]([C:26]([O:28][CH2:29][C:30]1[CH:35]=[CH:34][CH:33]=[CH:32][CH:31]=1)=[O:27])[C@H:2]([C:10]([NH:12][C@H:13]([C:23](O)=[O:24])[CH2:14][NH:15][C:16]([O:18][C:19]([CH3:22])([CH3:21])[CH3:20])=[O:17])=[O:11])[CH2:3][C:4]1[CH:9]=[CH:8][CH:7]=[CH:6][CH:5]=1.[NH2:36][C@H:37]([C:43]([O:45][CH3:46])=[O:44])[CH2:38][CH2:39][CH:40](C)C.[C:47]1(P(Cl)(C2C=CC=CC=2)=O)C=CC=CC=1>>[NH:1]([C:26]([O:28][CH2:29][C:30]1[CH:35]=[CH:34][CH:33]=[CH:32][CH:31]=1)=[O:27])[C@H:2]([C:10]([NH:12][C@H:13]([C:23]([NH:36][C@H:37]([C:43]([O:45][CH3:46])=[O:44])[CH2:38][CH:39]([CH3:40])[CH3:47])=[O:24])[CH2:14][NH:15][C:16]([O:18][C:19]([CH3:22])([CH3:21])[CH3:20])=[O:17])=[O:11])[CH2:3][C:4]1[CH:9]=[CH:8][CH:7]=[CH:6][CH:5]=1. Reported procedure: Condensation of ZPheOSu (6.96 g.) and HLDap(Boc)OH (6.0 g.) by the salt coupling method gave ZPhe-LDap(Boc)OH in 64% yield. Condensation of ZPhe-LDap(Boc)OH (4.85 g.) and HLeuOMe (2.73 g.) by the mixed anhydride method using diphenylphosphinic chloride gave ZPhe-LDap(Boc)-LeuOMe in 69% yield. Debenzyloxycarbonylation of ZPhe-LDap(Boc)-LeuOMe (4.15 g.) by hydrogenation with palladium catalyst gave HPhe-LDap(Boc)-LeuOMe in 100% yield. Condensation of BocPro-PheOH (1.09 g.) and HPhe-LDap(Boc)-LeuOM... Starting materials: chloro, N1=CC=CC=C1 (pyridine), C(CCCCCCCCCCCCCCC)C1OC=CC1 (2-hexadecyl-2,3-dihydrofuran), N1=CC=CC=C1 (pyridine), ClCCCCCCO (6-chlorohexanol), cis 2-hexadecyl-5-(6'-chloro)-hexyloxy-tetrahydrofuran. The solvent is CN(C=O)C (dimethylformamide), CN(C=O)C (dimethylformamide). Yields the product [Cl-].C(CCCCCCCCCCCCCCC)C1OC(CC1)OCCCCCC[N+]1=CC=CC=C1 (6-[2-hexadecyl-tetrahydrofuran-5-yloxy]-hexyl pyridinium chloride). RXN SMILES: [CH2:1]([CH:17]1[CH2:21][CH:20]=[CH:19][O:18]1)[CH2:2][CH2:3][CH2:4][CH2:5][CH2:6][CH2:7][CH2:8][CH2:9][CH2:10][CH2:11][CH2:12][CH2:13][CH2:14][CH2:15][CH3:16].[Cl:22][CH2:23][CH2:24][CH2:25][CH2:26][CH2:27][CH2:28][OH:29].[N:30]1[CH:35]=[CH:34][CH:33]=[CH:32][CH:31]=1>CN(C)C=O>[Cl-:22].[CH2:1]([CH:17]1[CH2:21][CH2:20][CH:19]([O:29][CH2:28][CH2:27][CH2:26][CH2:25][CH2:24][CH2:23][N+:30]2[CH:35]=[CH:34][CH:33]=[CH:32][CH:31]=2)[O:18]1)[CH2:2][CH2:3][CH2:4][CH2:5][CH2:6][CH2:7][CH2:8][CH2:9][CH2:10][CH2:11][CH2:12][CH2:13][CH2:14][CH2:15][CH3:16] |f:4.5|. Procedure: Analogous to Example 8 but (step a) using dimethylformamide as solvent starting from 2-hexadecyl-2,3-dihydrofuran and 6-chlorohexanol instead of 2-bromoethanol to give the trans and the cis 2-hexadecyl-5-(6'-chloro)-hexyloxy-tetrahydrofuran and (step b) performing the substitution of the chloro atom by pyridine by heating (60°-80° C.) 0.3 g (0.7 mmol) of each chloro compound, pyridine (2 ml) and dimethylformamide (2 ml) overnight with stirring. Evaporation of the excess of pyridine and dimethylf... As a reaction SMILES: [CH3:1][Si:2]([CH3:14])([CH3:13])[C:3]#[C:4][CH2:5][O:6][CH:7]1[CH2:12][CH2:11][CH2:10][CH2:9][O:8]1.[CH:15]1[CH:20]=[CH:19][CH:18]=[CH:17][CH:16]=1>>[CH3:14][Si:2]([CH3:13])([CH3:1])[C:3]#[C:4][CH:5]([O:6][CH:7]1[CH2:12][CH2:11][CH2:10][CH2:9][O:8]1)[CH2:9]/[CH:10]=[CH:11]\[CH2:12][CH2:7][C:15]1[CH:20]=[CH:19][CH:18]=[CH:17][CH:16]=1. Procedure: Reaction of trimethyl(3-(tetrahydro-2H-pyran-2-yloxy)prop-1-ynyl)silane (4.6 g, 21.6 mmol 4.6 g, 21.6 mmol) and (z)-5-bromo-pent-3-enyl)-benzene, (4.1 g, 18 mmol)) according to General Procedure 11.A provided the title compound. The material was used in the next step without purification. Starting materials: C[Si](C#CCOC1OCCCC1)(C)C (trimethyl(3-(tetrahydro-2H-pyran-2-yloxy)prop-1-ynyl)silane), C1=CC=CC=C1 (benzene). Yields the product C[Si](C#CC(C\C=C/CCC1=CC=CC=C1)OC1OCCCC1)(C)C ((Z)-trimethyl(8-phenyl-3-(tetrahydro-2H-pyran-2-yloxy)oct-5-en-1-ynyl)silane). Reactants: [Al+3], Br, CC(C)C(=O)Cl, [Cl-], [Cl-], [Cl-], ClCCl, c1ccsc1. Product: CC(C)C(=O)c1cccs1. Reaction SMILES: [Al+3:2].[Br:16].[C:5]([CH:6]([CH3:7])[CH3:8])(=[O:9])[Cl:10].[Cl-:1].[Cl-:3].[Cl-:4].[Cl:17][CH2:18][Cl:19].[cH:11]1[cH:12][cH:13][s:14][cH:15]1>>[C:5]([CH:6]([CH3:7])[CH3:8])(=[O:9])[c:13]1[cH:12][cH:11][cH:15][s:14]1. Reactants: N1C=CC2=CC=CC(=C12)C(=O)O (indole 7-carboxylic acid), N,N'-carbonyldiimidazole, FC(C=1C=C(C=CC1)N1CCNCC1)(F)F (4-(3-(trifluoromethyl)phenyl)piperazine). Solvent: CN(C=O)C (dimethylformamide). Run at time 45 minute. Yields the product N1C=CC2=CC=CC(=C12)C(=O)N1CCN(CC1)C1=CC(=CC=C1)C(F)(F)F (1-(1H-Indole-7-ylcarbonyl)-4-[3-(trifluoromethyl)phenyl]piperazine). The yield is 75.0%. Reaction SMILES: [NH:1]1[C:9]2[C:4](=[CH:5][CH:6]=[CH:7][C:8]=2[C:10]([OH:12])=O)[CH:3]=[CH:2]1.[F:13][C:14]([F:28])([F:27])[C:15]1[CH:16]=[C:17]([N:21]2[CH2:26][CH2:25][NH:24][CH2:23][CH2:22]2)[CH:18]=[CH:19][CH:20]=1>CN(C)C=O>[NH:1]1[C:9]2[C:4](=[CH:5][CH:6]=[CH:7][C:8]=2[C:10]([N:24]2[CH2:23][CH2:22][N:21]([C:17]3[CH:18]=[CH:19][CH:20]=[C:15]([C:14]([F:27])([F:28])[F:13])[CH:16]=3)[CH2:26][CH2:25]2)=[O:12])[CH:3]=[CH:2]1. Reported procedure: To a cooled solution of indole 7-carboxylic acid (3.22 g; 0.02 moles) in 30ml dimethylformamide was added N,N'-carbonyldiimidazole (3.24 g; 0.02 moles). After 45 minutes, a solution of 4-(3-(trifluoromethyl)phenyl)piperazine (5.76 g; 0.025 moles) in 10 ml DMFwas added. This was stirred for 18 hours at ambient temperature. The solvent was then concentrated off and the resulting oil was partitioned between ethyl acetate and water. The aqueous was extracted twice with ethyl acetate and the organics... Reactants: C(CCC)OC(=O)N1CCN(CC1)C(CNC(=O)C=1N=C(SC1NCCCO)C1=CC=CC=C1)=O (4-(2-{[5-(3-Hydroxy-propylamino)-2-phenyl-thiazole-4-carbonyl]-amino}-acetyl)-piperazine-1-carboxylic acid butyl ester), C(C)(=O)OC=1C(=C(C=CC1)I)OC(C)=O (diacetoxyiodobenzene), CC1(CCCC(N1[O])(C)C)C (2,2,6,6-tetramethylpiperidine-1-oxyl), Cl (HCl). Solvent: O.CC#N (H2O CH3CN), O (H2O). Reaction conditions: temperature 0 celsius, time 2 hour. Product: C(CCC)OC(=O)N1CCN(CC1)C(CNC(=O)C=1N=C(SC1NCCC(=O)O)C1=CC=CC=C1)=O (4-(2-{[5-(2-Carboxy-ethylamino)-2-phenyl-thiazole-4-carbonyl]-amino}-acetyl)-piperazine-1-carboxylic acid butyl ester). Isolated yield 31.1%. Reaction SMILES: [CH2:1]([O:5][C:6]([N:8]1[CH2:13][CH2:12][N:11]([C:14](=[O:35])[CH2:15][NH:16][C:17]([C:19]2[N:20]=[C:21]([C:29]3[CH:34]=[CH:33][CH:32]=[CH:31][CH:30]=3)[S:22][C:23]=2[NH:24][CH2:25][CH2:26][CH2:27][OH:28])=[O:18])[CH2:10][CH2:9]1)=[O:7])[CH2:2][CH2:3][CH3:4].C(OC1C(OC(=O)C)=C(I)C=CC=1)(=[O:38])C.CC1(C)N([O])C(C)(C)CCC1.Cl>O.CC#N.O>[CH2:1]([O:5][C:6]([N:8]1[CH2:9][CH2:10][N:11]([C:14](=[O:35])[CH2:15][NH:16][C:17]([C:19]2[N:20]=[C:21]([C:29]3[CH:30]=[CH:31][CH:32]=[CH:33][CH:34]=3)[S:22][C:23]=2[NH:24][CH2:25][CH2:26][C:27]([OH:38])=[O:28])=[O:18])[CH2:12][CH2:13]1)=[O:7])[CH2:2][CH2:3][CH3:4] |f:4.5,^1:54|. Procedure details: To a suspension of Example 27 (25 mg) in H2O/CH3CN (0.2 mL, 1:1) was added at 0° C. diacetoxyiodobenzene (35 mg) and 2,2,6,6-tetramethylpiperidine-1-oxyl (3 mg), and the reaction mixture was stirred at 0° C. for 2 h. The reaction mixture was diluted with H2O, acidified with aq. HCl (1M, 0.5 mL) and extracted with EtOAc (3×5 mL) The combined organic layers were dried over Na2SO4 and concentrated to dryness. Purification by CC (CH2Cl2/MeOH 97:3) gave 8 mg of the desired product. The reactants are O=Cc1cnn2ccc(Cl)nc12, Nc1cccc(CN2CCOCC2)c1, CN(C)C=O, O. The product is O=Cc1cnn2ccc(Nc3cccc(CN4CCOCC4)c3)nc12. As a reaction SMILES: [Cl:1][c:2]1[n:3][c:4]2[n:5]([cH:6][cH:7]1)[n:8][cH:9][c:10]2[CH:11]=[O:12].[O:13]1[CH2:14][CH2:15][N:16]([CH2:19][c:20]2[cH:21][c:22]([NH2:23])[cH:24][cH:25][cH:26]2)[CH2:17][CH2:18]1.[O:28]=[CH:29][N:30]([CH3:31])[CH3:32].[OH2:27]>>[c:2]1([NH:23][c:22]2[cH:21][c:20]([CH2:19][N:16]3[CH2:15][CH2:14][O:13][CH2:18][CH2:17]3)[cH:26][cH:25][cH:24]2)[n:3][c:4]2[n:5]([cH:6][cH:7]1)[n:8][cH:9][c:10]2[CH:11]=[O:12].